This data is from the Open Reaction Database (ORD), a public repository of structured organic reaction records. The task is: describe an organic reaction: reactants, conditions, products, and yield Reactants: CCCCCC(=O)N(Cc1ccc(C#Cc2ccc(CCCC)cc2)cc1)c1ccc2c(c1)C(=O)OC(C)(C)O2, CCO, [Na+], [OH-]. Yields the product CCCCCC(=O)N(Cc1ccc(C#Cc2ccc(CCCC)cc2)cc1)c1ccc(O)c(C(=O)O)c1. Reaction SMILES: [CH2:1]([CH2:2][CH2:3][CH3:4])[c:5]1[cH:6][cH:7][c:8]([C:11]#[C:12][c:13]2[cH:14][cH:15][c:16]([CH2:17][N:18]([C:19]([CH2:20][CH2:21][CH2:22][CH2:23][CH3:24])=[O:25])[c:26]3[cH:27][c:28]4[c:29]([cH:37][cH:38]3)[O:30][C:31]([CH3:35])([CH3:36])[O:32][C:33]4=[O:34])[cH:39][cH:40]2)[cH:9][cH:10]1.[CH3:43][CH2:44][OH:45].[Na+:42].[OH-:41]>>[CH2:1]([CH2:2][CH2:3][CH3:4])[c:5]1[cH:6][cH:7][c:8]([C:11]#[C:12][c:13]2[cH:14][cH:15][c:16]([CH2:17][N:18]([C:19]([CH2:20][CH2:21][CH2:22][CH2:23][CH3:24])=[O:25])[c:26]3[cH:27][c:28]([C:33](=[O:32])[OH:34])[c:29]([OH:30])[cH:37][cH:38]3)[cH:39][cH:40]2)[cH:9][cH:10]1.